The task is: describe an organic reaction: reactants, conditions, products, and yield. This data is from the Open Reaction Database (ORD), a public repository of structured organic reaction records. The reactants are ClCCl, COC(=O)c1ccc(-c2cn(C)c(-c3ccccn3)n2)cc1, O=C(O)C(F)(F)F, O=C1CCC(=O)N1I. The product is COC(=O)c1ccc(-c2nc(-c3ccccn3)n(C)c2I)cc1. RXN SMILES: [CH2:38]([Cl:39])[Cl:40].[CH3:1][n:2]1[c:3](-[c:17]2[n:18][cH:19][cH:20][cH:21][cH:22]2)[n:4][c:5](-[c:7]2[cH:8][cH:9][c:10]([C:11](=[O:12])[O:13][CH3:14])[cH:15][cH:16]2)[cH:6]1.[F:31][C:32]([F:33])([F:34])[C:35]([OH:36])=[O:37].[O:23]=[C:24]1[N:25]([I:30])[C:26](=[O:27])[CH2:28][CH2:29]1>>[CH3:1][n:2]1[c:3](-[c:17]2[n:18][cH:19][cH:20][cH:21][cH:22]2)[n:4][c:5](-[c:7]2[cH:8][cH:9][c:10]([C:11](=[O:12])[O:13][CH3:14])[cH:15][cH:16]2)[c:6]1[I:30]. Reactants: BrC=1C=C(C=CC1)C(=C)C1=CC=C(C=C1)O (4-[1-(3-bromo-phenyl)-vinyl]-phenol), C([O-])([O-])=O.[Cs+].[Cs+] (cesium carbonate), BrCCOC (1-bromo-2-methoxy-ethane). Solvent: O (water). Product: BrC=1C=C(C=CC1)C(=C)C1=C(C=CC=C1)OCCOC (1-(3-Bromophenyl)-1-(-(2-methoxy-ethoxy)-phenyl)-ethene). Isolated yield 85.0%. As a reaction SMILES: [Br:1][C:2]1[CH:3]=[C:4]([C:8]([C:10]2[CH:15]=[CH:14][C:13](O)=[CH:12][CH:11]=2)=[CH2:9])[CH:5]=[CH:6][CH:7]=1.[C:17](=[O:20])([O-])[O-].[Cs+].[Cs+].Br[CH2:24][CH2:25][O:26]C>O>[Br:1][C:2]1[CH:3]=[C:4]([C:8]([C:10]2[CH:15]=[CH:14][CH:13]=[CH:12][C:11]=2[O:26][CH2:25][CH2:24][O:20][CH3:17])=[CH2:9])[CH:5]=[CH:6][CH:7]=1 |f:1.2.3|. Procedure: A mixture of 4-[1-(3-bromo-phenyl)-vinyl]-phenol (1.2 g, 4.0 mmol, 1 eq) N,N-dimethylformamide (10 mL), and cesium carbonate (2.8 g, 8.0 mmol, 2.0 eq) was stirred at room temperature then 1-bromo-2-methoxy-ethane (0.5 mL, 1.0 eq) was added. The mixture was heated to 50° C. overnight, cooled to room temperature and treated with water (100 mL). The reaction was extracted with dichloromethane, dried (sodium sulfate) and concentrated in vacuo. The crude was purified by flash chromatography eluting w...